This data is from the Open Reaction Database (ORD), a public repository of structured organic reaction records. The task is: describe an organic reaction: reactants, conditions, products, and yield Reactants: BrC1=CN=C2C=CC(N(C2=C1)CCN1CCC(CC1)N(C(OC(C)(C)C)=O)CC1=CC2=C(C=N1)OCCO2)=O (tert-butyl (1-(2-(7-bromo-2-oxo-1,5-naphthyridin-1(2H)-yl)ethyl)piperidin-4-yl)(2,3-dihydro(1,4)dioxino(2,3-c)pyridin-7-ylmethyl)carbamate), Cl.C(C)O (hydrogen chloride ethanol). Conditions: time 59 hour. Product: Cl.BrC1=CN=C2C=CC(N(C2=C1)CCN1CCC(CC1)NCC1=CC2=C(C=N1)OCCO2)=O (7-bromo-1-(2-(4-((2,3-dihydro(1,4)dioxino(2,3-c)pyridin-7-ylmethyl)amino)piperidin-1-yl)ethyl)-1,5-naphthyridin-2(1H)-one hydrochloride). Reaction SMILES: [Br:1][C:2]1[CH:11]=[C:10]2[C:5]([CH:6]=[CH:7][C:8](=[O:39])[N:9]2[CH2:12][CH2:13][N:14]2[CH2:19][CH2:18][CH:17]([N:20]([CH2:28][C:29]3[N:34]=[CH:33][C:32]4[O:35][CH2:36][CH2:37][O:38][C:31]=4[CH:30]=3)C(=O)OC(C)(C)C)[CH2:16][CH2:15]2)=[N:4][CH:3]=1.[ClH:40].C(O)C>>[ClH:40].[Br:1][C:2]1[CH:11]=[C:10]2[C:5]([CH:6]=[CH:7][C:8](=[O:39])[N:9]2[CH2:12][CH2:13][N:14]2[CH2:15][CH2:16][CH:17]([NH:20][CH2:28][C:29]3[N:34]=[CH:33][C:32]4[O:35][CH2:36][CH2:37][O:38][C:31]=4[CH:30]=3)[CH2:18][CH2:19]2)=[N:4][CH:3]=1 |f:1.2,3.4|. Procedure details: To 0.51 g of tert-butyl (1-(2-(7-bromo-2-oxo-1,5-naphthyridin-1(2H)-yl)ethyl)piperidin-4-yl)(2,3-dihydro(1,4)dioxino(2,3-c)pyridin-7-ylmethyl)carbamate, 18 mL of a 2 mol/L hydrogen chloride/ethanol solution was added at room temperature, the mixture was stirred at room temperature for 59 hours, and at 50° C. for 9 hours, and then, the generated solid was filtered off. Subsequently, the solid was suspended in 3 mL of chloroform, thereto was added 5 mL of trifluoroacetic acid, the mixture was stir... Reactants: C(C)(C)(C)[Si](OCC(C)(C)N1C=C(C=2C=NC=C(C21)F)C(=O)C=2C=C(C=NC2)NC(CC2=NC=C(C=C2)Cl)=O)(C)C (N-(5-{1-[2-(tert-Butyl-dimethyl-silanyloxy)-1,1-dimethyl-ethyl]-7-fluoro-1H-pyrrolo[3,2-c]pyridine-3-carbonyl}-pyridin-3-yl)-2-(5-chloro-pyridin-2-yl)-acetamide). Solvent: C1CCOC1 (THF). Conditions: time 4 hour. Yields the product ClC=1C=CC(=NC1)CC(=O)NC=1C=NC=C(C1)C(=O)C1=CN(C2=C1C=NC=C2F)C(CO)(C)C (2-(5-Chloro-pyridin-2-yl)-N-{5-[7-fluoro-1-(2-hydroxy-1,1-dimethyl-ethyl)-1H-pyrrolo[3,2-c]pyridine-3-carbonyl]-pyridin-3-yl}-acetamide). Yield: 100.0%. As a reaction SMILES: C([Si](C)(C)[O:6][CH2:7][C:8]([N:11]1[C:19]2[C:18]([F:20])=[CH:17][N:16]=[CH:15][C:14]=2[C:13]([C:21]([C:23]2[CH:24]=[C:25]([NH:29][C:30](=[O:39])[CH2:31][C:32]3[CH:37]=[CH:36][C:35]([Cl:38])=[CH:34][N:33]=3)[CH:26]=[N:27][CH:28]=2)=[O:22])=[CH:12]1)([CH3:10])[CH3:9])(C)(C)C>C1COCC1>[Cl:38][C:35]1[CH:36]=[CH:37][C:32]([CH2:31][C:30]([NH:29][C:25]2[CH:26]=[N:27][CH:28]=[C:23]([C:21]([C:13]3[C:14]4[CH:15]=[N:16][CH:17]=[C:18]([F:20])[C:19]=4[N:11]([C:8]([CH3:10])([CH3:9])[CH2:7][OH:6])[CH:12]=3)=[O:22])[CH:24]=2)=[O:39])=[N:33][CH:34]=1. Reported procedure: To a solution of N-(5-{1-[2-(tert-Butyl-dimethyl-silanyloxy)-1,1-dimethyl-ethyl]-7-fluoro-1H-pyrrolo[3,2-c]pyridine-3-carbonyl}-pyridin-3-yl)-2-(5-chloro-pyridin-2-yl)-acetamide (Preparation 5, 30 mg, 62 μmol) in THF (5 mL) 4M dioxane-HCl (0.5 mL) was added and stirred at room temperature for 4 hours. The reaction was evaporated in vacuo and triturated with pentane-ether to afford the title compound as a white solid in 100% yield, 24.3 mg. Starting materials: N1(C=NC=C1)CCCCCOC1=CC=C(OCCCCC(C(=O)O)(C)C)C=C1 (6-[p-[5-(1-imidazolyl)pentyloxy]phenoxy]-2,2-dimethylhexanoic acid), C(C1=CC=CC=C1)O (benzyl alcohol), CN(C)C1=NC=CC=C1 (dimethylaminopyridine), C1(CCCCC1)N=C=NC1CCCCC1 (dicyclohexylcarbodiimide). Run in ClCCl (dichloromethane). Run at time 5 day. Product: N1(C=NC=C1)CCCCCOC1=CC=C(OCCCCC(C(=O)OCC2=CC=CC=C2)(C)C)C=C1 (benzyl 6-[p-[5-(1-imidazolyl)pentyloxy]phenoxy]-2,2-dimethylhexanoate). Reaction SMILES: [N:1]1([CH2:6][CH2:7][CH2:8][CH2:9][CH2:10][O:11][C:12]2[CH:28]=[CH:27][C:15]([O:16][CH2:17][CH2:18][CH2:19][CH2:20][C:21]([CH3:26])([CH3:25])[C:22]([OH:24])=[O:23])=[CH:14][CH:13]=2)[CH:5]=[CH:4][N:3]=[CH:2]1.[CH2:29](O)[C:30]1[CH:35]=[CH:34][CH:33]=[CH:32][CH:31]=1.CN(C1C=CC=CN=1)C.C1(N=C=NC2CCCCC2)CCCCC1>ClCCl>[N:1]1([CH2:6][CH2:7][CH2:8][CH2:9][CH2:10][O:11][C:12]2[CH:28]=[CH:27][C:15]([O:16][CH2:17][CH2:18][CH2:19][CH2:20][C:21]([CH3:25])([CH3:26])[C:22]([O:24][CH2:29][C:30]3[CH:35]=[CH:34][CH:33]=[CH:32][CH:31]=3)=[O:23])=[CH:14][CH:13]=2)[CH:5]=[CH:4][N:3]=[CH:2]1. Procedure: To a mixture of 0.90 g 6-[p-[5-(1-imidazolyl)pentyloxy]phenoxy]-2,2-dimethylhexanoic acid, 10 ml dichloromethane, 0.24 ml benzyl alcohol and 30 mg dimethylaminopyridine, was added with stirring 0.46 g dicyclohexylcarbodiimide at room temperature, and stirring was continued for five days. The urea which separated out was filtered off, and the filtrate was washed with 0.1N caustic soda solution and then with water. After dehydration, the solvents were distilled off, and the residue was purified by... Reactants: FC(C1CC(=NO1)C(=O)OCC)(F)F (ethyl 5-(trifluoromethyl)-4,5-dihydroisoxazole-3-carboxylate), [BH4-].[Na+] (sodium borohydride), [NH4+].[Cl-] (NH4Cl). Run in CCO (EtOH). Conditions: temperature 0 celsius, time 4 hour. Product: FC(C1CC(=NO1)CO)(F)F ((5-(trifluoromethyl)-4,5-dihydroisoxazol-3-yl)methanol). Yield: 100.2%. Reaction SMILES: [F:1][C:2]([F:14])([F:13])[CH:3]1[O:7][N:6]=[C:5]([C:8](OCC)=[O:9])[CH2:4]1.[BH4-].[Na+].[NH4+].[Cl-]>CCO>[F:14][C:2]([F:1])([F:13])[CH:3]1[O:7][N:6]=[C:5]([CH2:8][OH:9])[CH2:4]1 |f:1.2,3.4|. Reported procedure: To a solution of ethyl 5-(trifluoromethyl)-4,5-dihydroisoxazole-3-carboxylate (1.0 g, 4.74 mmol) in EtOH (10 ml) was slowly added at 0° C. sodium borohydride (197 mg, 5.21 mmol) and the suspension was stirred at 0° C. for 4 h. The suspension was treated with half saturated aqueous NH4Cl, stirring was continued for 10 minutes, the mixture was extracted with diethylether, the organic layers were dried and evaporated (70 mbar/40° C.) to give crude (5-(trifluoromethyl)-4,5-dihydroisoxazol-3-yl)metha... Reactants: C1(=CC=CC=C1)O (phenol), [H-].[Na+] (NaH), FC1=C(C#N)C(=CC=C1)N1CCCCC1 (2-fluoro-6-(piperidin-1-yl)benzonitrile). The solvent is O (water), CN(C)C=O (DMF). Conditions: time 1 hour. The product is O(C1=CC=CC=C1)C1=C(C#N)C(=CC=C1)N1CCCCC1 (2-phenoxy-6-(piperidin-1-yl)benzonitrile). As a reaction SMILES: [C:1]1([OH:7])[CH:6]=[CH:5][CH:4]=[CH:3][CH:2]=1.[H-].[Na+].F[C:11]1[CH:18]=[CH:17][CH:16]=[C:15]([N:19]2[CH2:24][CH2:23][CH2:22][CH2:21][CH2:20]2)[C:12]=1[C:13]#[N:14]>CN(C=O)C.O>[O:7]([C:11]1[CH:18]=[CH:17][CH:16]=[C:15]([N:19]2[CH2:24][CH2:23][CH2:22][CH2:21][CH2:20]2)[C:12]=1[C:13]#[N:14])[C:1]1[CH:6]=[CH:5][CH:4]=[CH:3][CH:2]=1 |f:1.2|. Procedure details: To a solution of phenol (415 mg, 4.5 mmol) in 60 mL of DMF was added NaH (60%, 6.0 mmol) at 0° C. The reaction was stirred for 1 h, then 2-fluoro-6-(piperidin-1-yl)benzonitrile (CAS#646989-68-6) (612 mg, 3.0 mmol) was added and the reaction stirred for 48 h at RT. The reaction mixture was then diluted with water and extracted with EtOAc. The combined organic layers were washed with brine, dried over Na2SO4, then concentrated in vacuo. Purification by normal phase silica gel column chromatography...